This data is from the Open Reaction Database (ORD), a public repository of structured organic reaction records. The task is: describe an organic reaction: reactants, conditions, products, and yield Reported procedure: 5.5 g (0.037 mol) of sodium iodide are added to 13 g (0.037 mol) of 6-methyl-6,11-dihydro-11-(3-chloropropionyl)-dibenzo[c,f][1,2,5]thiadiazepine 5,5-dioxide in 100 ml of acetone, and the mixture is heated under reflux for 30 minutes. After cooling, 7 ml of aqueous 33% dimethylamine are added, and the mixture is kept with stirring at ambient temperature for 16 hours. It is concentrated and the residue is treated with 5% HCl, the insoluble fraction is filtered off and the filtrate is alkalized wi... RXN SMILES: [I-].[Na+].[CH3:3][N:4]1[C:10]2[CH:11]=[CH:12][CH:13]=[CH:14][C:9]=2[N:8]([C:15](=[O:19])[CH2:16][CH2:17][Cl:18])[C:7]2[CH:20]=[CH:21][CH:22]=[CH:23][C:6]=2[S:5]1(=[O:25])=[O:24].[CH3:26][NH:27][CH3:28]>CC(C)=O>[ClH:18].[CH3:3][N:4]1[C:10]2[CH:11]=[CH:12][CH:13]=[CH:14][C:9]=2[N:8]([C:15](=[O:19])[CH2:16][CH2:17][N:27]([CH3:28])[CH3:26])[C:7]2[CH:20]=[CH:21][CH:22]=[CH:23][C:6]=2[S:5]1(=[O:25])=[O:24] |f:0.1,5.6|. Reactants: [I-].[Na+] (sodium iodide), CN1S(C2=C(N(C3=C1C=CC=C3)C(CCCl)=O)C=CC=C2)(=O)=O (6-methyl-6,11-dihydro-11-(3-chloropropionyl)-dibenzo[c,f][1,2,5]thiadiazepine 5,5-dioxide), CNC (dimethylamine). The solvent is CC(=O)C (acetone). Product: Cl.CN1S(C2=C(N(C3=C1C=CC=C3)C(CCN(C)C)=O)C=CC=C2)(=O)=O (6-Methyl-6,11-dihydro-11-[3-(N,N-dimethylamino)propionyl]dibenzo[c,f][1,2,5]thiadiazepine 5,5-dioxide hydrochloride). Reaction conditions: time 16 hour. Starting materials: CCN(C(C)C)C(C)C (DIPEA), FC(C1=C(C=CC=C1)NC(NC1=CC=C(C=C1)C1=NN=C2N1N=CC=C2C(=O)O)=O)(F)F (3-(4-(3-(2-(trifluoromethyl)phenyl)ureido)phenyl)-[1,2,4]triazolo[4,3-b]pyridazine-8-carboxylic acid), Cl.C(C)(C)(C)OC([C@@H](N)C(C)C)=O (L-valine tert-butyl ester hydrochloride), C(CCl)Cl (EDC), C=1C=CC2=C(C1)N=NN2O (HOBt). Solvent: CN(C)C=O (DMF). Run at time 3 hour. The product is CC([C@@H](C(=O)OC(C)(C)C)NC(=O)C=1C=2N(N=CC1)C(=NN2)C2=CC=C(C=C2)NC(=O)NC2=C(C=CC=C2)C(F)(F)F)C ((S)-tert-Butyl 3-methyl-2-(3-(4-(3-(2-(trifluoromethyl)phenyl)ureido)phenyl)-[1,2,4]triazolo[4,3-b]pyridazine-8-carboxamido)butanoate). Yield: 64.2%. RXN SMILES: [F:1][C:2]([F:32])([F:31])[C:3]1[CH:8]=[CH:7][CH:6]=[CH:5][C:4]=1[NH:9][C:10](=[O:30])[NH:11][C:12]1[CH:17]=[CH:16][C:15]([C:18]2[N:22]3[N:23]=[CH:24][CH:25]=[C:26]([C:27](O)=[O:28])[C:21]3=[N:20][N:19]=2)=[CH:14][CH:13]=1.Cl.[C:34]([O:38][C:39](=[O:45])[C@H:40]([CH:42]([CH3:44])[CH3:43])[NH2:41])([CH3:37])([CH3:36])[CH3:35].C(Cl)CCl.C1C=CC2N(O)N=NC=2C=1.CCN(C(C)C)C(C)C>CN(C=O)C>[CH3:43][CH:42]([CH3:44])[C@H:40]([NH:41][C:27]([C:26]1[C:21]2[N:22]([C:18]([C:15]3[CH:14]=[CH:13][C:12]([NH:11][C:10]([NH:9][C:4]4[CH:5]=[CH:6][CH:7]=[CH:8][C:3]=4[C:2]([F:31])([F:1])[F:32])=[O:30])=[CH:17][CH:16]=3)=[N:19][N:20]=2)[N:23]=[CH:24][CH:25]=1)=[O:28])[C:39]([O:38][C:34]([CH3:37])([CH3:36])[CH3:35])=[O:45] |f:1.2|. Procedure: To a solution of 3-(4-(3-(2-(trifluoromethyl)phenyl)ureido)phenyl)-[1,2,4]triazolo[4,3-b]pyridazine-8-carboxylic acid (66H) (38 mg, 0.086 mmol) in anhydrous DMF (1 mL) was added L-valine tert-butyl ester hydrochloride (23.4 mg, 0.11 mmol), EDC (24.7 mg, 0.13 mmol), HOBt (17 mg, 0.13 mmol), followed by DIPEA (45 μL, 0.26 mmol). The reaction mixture was stirred at room temperature for 3 h. Analysis by LC/MS indicated the starting material was consumed. The reaction mixture was partitioned between ... Reactants: CCO, O=[N+]([O-])c1ccc(N2CCCC2)cc1C(F)(F)F. Product: Nc1ccc(N2CCCC2)cc1C(F)(F)F. RXN SMILES: [CH3:19][CH2:20][OH:21].[N+:1]([O-:2])(=[O:3])[c:4]1[c:5]([C:15]([F:16])([F:17])[F:18])[cH:6][c:7]([N:10]2[CH2:11][CH2:12][CH2:13][CH2:14]2)[cH:8][cH:9]1>>[NH2:1][c:4]1[c:5]([C:15]([F:16])([F:17])[F:18])[cH:6][c:7]([N:10]2[CH2:11][CH2:12][CH2:13][CH2:14]2)[cH:8][cH:9]1. Reactants: ClC1=NC=NC(=C1C1=CC=C(C=C1)Br)Cl (4,6-dichloro-5-(4-bromophenyl)-pyrimidine), [K].C(C1=CC=CC=C1)OCCCNS(=O)(=O)N (3-benzyloxypropylsulfamide potassium), CS(=O)C (DMSO), C(CC(O)(C(=O)O)CC(=O)O)(=O)O (citric acid). Product: ClC1=C(C(=NC=N1)NS(NC(CC)OCC1=CC=CC=C1)(=O)=O)C1=CC=C(C=C1)Br (1-benzyloxypropanesulfamic acid [6-chloro-5-(4-bromophenyl)-pyrimidin-4-yl]-amide). RXN SMILES: Cl[C:2]1[C:7]([C:8]2[CH:13]=[CH:12][C:11]([Br:14])=[CH:10][CH:9]=2)=[C:6]([Cl:15])[N:5]=[CH:4][N:3]=1.[K].C(O[CH2:25][CH2:26][CH2:27][NH:28][S:29]([NH2:32])(=[O:31])=[O:30])C1C=CC=CC=1.[C:33](O)(=O)[CH2:34][C:35]([CH2:40][C:41](O)=O)([C:37]([OH:39])=O)O.[CH3:46]S(C)=O>>[Cl:15][C:6]1[N:5]=[CH:4][N:3]=[C:2]([NH:32][S:29](=[O:31])(=[O:30])[NH:28][CH:27]([O:39][CH2:37][C:35]2[CH:34]=[CH:33][CH:46]=[CH:41][CH:40]=2)[CH2:26][CH3:25])[C:7]=1[C:8]1[CH:13]=[CH:12][C:11]([Br:14])=[CH:10][CH:9]=1 |f:1.2,^1:15|. Procedure details: A solution of 4,6-dichloro-5-(4-bromophenyl)-pyrimidine (405 mg, 1.33 mmol) and 3-benzyloxypropylsulfamide potassium (752 mg, 2.66 mmol) in DMSO is stirred at rt under argon for 18 h. The clear solution is poured onto 10% aq. citric acid solution (50 mL) and extracted twice with EA (2×75 mL). The organic extracts are washed with water (50 mL) and the solvent is evaporated. The residue is purified by column chromatography on silica gel eluting with hexane/EA 3:2 to afford 1-benzyloxypropanesulfam...